This data is from the Open Reaction Database (ORD), a public repository of structured organic reaction records. The task is: describe an organic reaction: reactants, conditions, products, and yield The reactants are CCOC(=O)C(Cc1ccc(OCc2ccccc2)cc1)OCC, CCOC(C)=O. Product: CCOC(=O)C(Cc1ccc(O)cc1)OCC. As a reaction SMILES: [CH2:1]([CH3:2])[O:3][C:4]([CH:5]([CH2:6][c:7]1[cH:8][cH:9][c:10]([O:13][CH2:14][c:15]2[cH:16][cH:17][cH:18][cH:19][cH:20]2)[cH:11][cH:12]1)[O:21][CH2:22][CH3:23])=[O:24].[CH3:25][CH2:26][O:27][C:28](=[O:29])[CH3:30]>>[CH2:1]([CH3:2])[O:3][C:4]([CH:5]([CH2:6][c:7]1[cH:8][cH:9][c:10]([OH:13])[cH:11][cH:12]1)[O:21][CH2:22][CH3:23])=[O:24]. Starting materials: N1=C(C=CC=C1)C#N (Pyridine-2-carbonitrile), C[O-].[Na+] (NaOMe). The solvent is CO (MeOH). Conditions: time 16 hour. Yields the product COC(=N)C1=NC=CC=C1 (Pyridine-2-carboximidic acid methyl ester). Reaction SMILES: [N:1]1[CH:6]=[CH:5][CH:4]=[CH:3][C:2]=1[C:7]#[N:8].[CH3:9][O-:10].[Na+]>CO>[CH3:9][O:10][C:7]([C:2]1[CH:3]=[CH:4][CH:5]=[CH:6][N:1]=1)=[NH:8] |f:1.2|. Reported procedure: Pyridine-2-carbonitrile (Sigma-Aldrich, St. Louis, USA) (1 eq, 190 mmol, 20 g) is dissolved in MeOH (150 ml), then NaOMe (5.4 M in MeOH, 1.1 eq, 209 mmol, 38.7 ml) is added. The resulting mixture is stirred for 16 h at r.t. The solvents are removed in vacuo, then water is added, and the resulting aqueous mixture is extracted with DCM. The organic layer is dried with MgSO4, filtered, and the solvent is removed in vacuo yielding the title compound; [M+H]+=138.